From a dataset of the Open Reaction Database (ORD), a public repository of structured organic reaction records. describe an organic reaction: reactants, conditions, products, and yield Starting materials: P(Cl)(Cl)(Cl)(Cl)Cl (phosphorous pentachloride), O(C1=CC=CC=C1)CC(=O)N[C@H]1[C@@H]2N(C(=C(CS2)C2SCCC2)C(=O)OC(C)(C)C)C1=O (t-Butyl (6R, 7R)-7-phenoxyacetamido-3-(tetrahydrothien-2-yl)ceph-3-em-4-carboxylate), CN1CCOCC1 (N-methylmorpholine), CO (Methanol). Run in ClCCl (dichloromethane), O (water), ClCCl (dichloromethane). Reaction conditions: time 30 minute. The product is N[C@H]1[C@@H]2N(C(=C(CS2)C2SCCC2)C(=O)OC(C)(C)C)C1=O (t-Butyl (6R,7R)-7-Amino-3-(tetrahydrothien-2-yl)ceph-3-em-4-carboxylate). Isolated yield 38.6%. Reaction SMILES: O(CC([NH:11][C@@H:12]1[C:31](=[O:32])[N:14]2[C:15]([C:24]([O:26][C:27]([CH3:30])([CH3:29])[CH3:28])=[O:25])=[C:16]([CH:19]3[CH2:23][CH2:22][CH2:21][S:20]3)[CH2:17][S:18][C@H:13]12)=O)C1C=CC=CC=1.CN1CCOCC1.P(Cl)(Cl)(Cl)(Cl)Cl.CO>ClCCl.O>[NH2:11][C@@H:12]1[C:31](=[O:32])[N:14]2[C:15]([C:24]([O:26][C:27]([CH3:28])([CH3:30])[CH3:29])=[O:25])=[C:16]([CH:19]3[CH2:23][CH2:22][CH2:21][S:20]3)[CH2:17][S:18][C@H:13]12. Procedure: t-Butyl (6R, 7R)-7-phenoxyacetamido-3-(tetrahydrothien-2-yl)ceph-3-em-4-carboxylate (0.375 g), high Rf diastereoisomer in dry dichloromethane (5 ml) was cooled to -20° C. under argon and treated with N-methylmorpholine (0.175 g, 0.19 ml). A solution of phosphorous pentachloride (0.214 g) in dichloromethane (5.3 ml) was added. After 30 min. a sample showed no starting material (by i.r.). Methanol (3 ml) was added rapidly in one portion and then allowed to warm to room temperature. After 1 h water... The reactants are CO, Cc1cc(C(=O)O)c(Cl)nn1, [Na+], [OH-]. Product: Cc1cc(C(=O)O)cnn1. Reaction SMILES: [CH3:14][OH:15].[Cl:1][c:2]1[n:3][n:4][c:5]([CH3:11])[cH:6][c:7]1[C:8](=[O:9])[OH:10].[Na+:13].[OH-:12]>>[cH:2]1[n:3][n:4][c:5]([CH3:11])[cH:6][c:7]1[C:8](=[O:9])[OH:10]. The reactants are ClCCCC(=O)C1=CC=C(C=C1)OC1=CC=CC=C1 (4-chloro-1-(4-phenoxyphenyl)-1-butanone), N1CCC(CC1)C=1C=C(C=CC1)NC(=O)C1CC1 (N-[3-(4-piperidinyl)phenyl]cyclopropanecarboxamide). The product is O=C(CCCN1CCC(CC1)C=1C=C(C=CC1)NC(=O)C1CC1)C1=CC=C(C=C1)OC1=CC=CC=C1 (N-(3-{1-[4-OXO-4-(4-PHENOXYPHENYL)BUTYL]-4-PIPERIDINYL}PHENYL)CYCLOPROPANECARBOXAMIDE). RXN SMILES: Cl[CH2:2][CH2:3][CH2:4][C:5]([C:7]1[CH:12]=[CH:11][C:10]([O:13][C:14]2[CH:19]=[CH:18][CH:17]=[CH:16][CH:15]=2)=[CH:9][CH:8]=1)=[O:6].[NH:20]1[CH2:25][CH2:24][CH:23]([C:26]2[CH:27]=[C:28]([NH:32][C:33]([CH:35]3[CH2:37][CH2:36]3)=[O:34])[CH:29]=[CH:30][CH:31]=2)[CH2:22][CH2:21]1>>[O:6]=[C:5]([C:7]1[CH:12]=[CH:11][C:10]([O:13][C:14]2[CH:19]=[CH:18][CH:17]=[CH:16][CH:15]=2)=[CH:9][CH:8]=1)[CH2:4][CH2:3][CH2:2][N:20]1[CH2:25][CH2:24][CH:23]([C:26]2[CH:27]=[C:28]([NH:32][C:33]([CH:35]3[CH2:36][CH2:37]3)=[O:34])[CH:29]=[CH:30][CH:31]=2)[CH2:22][CH2:21]1. Procedure: Prepared by Procedure K and Scheme B1 using 4-chloro-1-(4-phenoxyphenyl)-1-butanone and N-[3-(4-piperidinyl)phenyl]cyclopropanecarboxamide: ESMS m/e: 483.2 (M+H)+. The reactants are Cl (HCl), O1CCOCC1 (dioxane), C(C)(C)(C)OC(N[C@@H]1CC[C@H](CC1)CCN1CCN(CC1)C1=NOC2=C1C=NC=C2)=O ({trans-4-[2-(4-Isoxazolo[4,5-c]pyridin-3-yl-piperazin-1-yl)-ethyl]-cyclohexyl}-carbamic acid tert-butyl ester). Run in C(Cl)Cl (CH2Cl2). Run at time 16 hour. Yields the product Cl.Cl.O1N=C(C=2C=NC=CC21)N2CCN(CC2)CC[C@@H]2CC[C@H](CC2)N (trans-4-[2-(4-Isoxazolo[4,5-c]pyridin-3-yl-piperazin-1-yl)-ethyl]-cyclohexylamine dihydrochloride). Reaction SMILES: C(OC(=O)[NH:7][C@H:8]1[CH2:13][CH2:12][C@H:11]([CH2:14][CH2:15][N:16]2[CH2:21][CH2:20][N:19]([C:22]3[C:26]4[CH:27]=[N:28][CH:29]=[CH:30][C:25]=4[O:24][N:23]=3)[CH2:18][CH2:17]2)[CH2:10][CH2:9]1)(C)(C)C.[ClH:32].O1CCOCC1>C(Cl)Cl>[ClH:32].[ClH:32].[O:24]1[C:25]2[CH:30]=[CH:29][N:28]=[CH:27][C:26]=2[C:22]([N:19]2[CH2:18][CH2:17][N:16]([CH2:15][CH2:14][C@H:11]3[CH2:12][CH2:13][C@H:8]([NH2:7])[CH2:9][CH2:10]3)[CH2:21][CH2:20]2)=[N:23]1 |f:4.5.6|. Reported procedure: {trans-4-[2-(4-Isoxazolo[4,5-c]pyridin-3-yl-piperazin-1-yl)-ethyl]-cyclohexyl}-carbamic acid tert-butyl ester (930 mg, 2.2 mmol) was dissolved in CH2Cl2 (3 ml) and 4 N HCl in dioxane (10.8 ml, 43 mmol) was added. The resulting mixture was stirred 16 h at r.t. After dilution with iPr2O the product was collected by filtration and washed with one portion of iPr2O before drying it under high vacuum at 50° C. to obtain 686 mg (79%) as a white solid. m/z=330.3 ([M+H]+). Reactants: C, Cc1ccccc1, CNC, [H][H], O, Cc1ccc(O)c(-n2nc3ccccc3[n+]2[O-])c1, [Pd]. Product: Cc1ccc(O)c(-n2nc3ccccc3n2)c1. RXN SMILES: [C:31].[CH3:19][c:20]1[cH:21][cH:22][cH:23][cH:24][cH:25]1.[CH3:26][NH:27][CH3:28].[H:29][H:30].[OH2:33].[OH:1][c:2]1[c:3](-[n:9]2[n:10][c:11]3[c:12]([n+:13]2[O-:14])[cH:15][cH:16][cH:17][cH:18]3)[cH:4][c:5]([CH3:8])[cH:6][cH:7]1.[Pd:32]>>[OH:1][c:2]1[c:3](-[n:9]2[n:10][c:11]3[c:12]([n:13]2)[cH:15][cH:16][cH:17][cH:18]3)[cH:4][c:5]([CH3:8])[cH:6][cH:7]1.